From a dataset of the Open Reaction Database (ORD), a public repository of structured organic reaction records. describe an organic reaction: reactants, conditions, products, and yield The reactants are N1C=CC=2C1=NC=C(C2)OC2=C(C(=O)NS(=O)(=O)C1=CC(=C(C=C1)NCC1CN(C1)C(=O)OC(C)(C)C)[N+](=O)[O-])C=CC(=C2)N2CCN(CC2)CC2=C(CC(CC2)(C)C)C2=CC=C(C=C2)Cl (tert-butyl 3-((4-(N-(2-(1H-pyrrolo[2,3-b]pyridin-5-yloxy)-4-(4-((2-(4-chlorophenyl)-4,4-dimethylcyclohex-1-enyl)methyl)piperazin-1-yl)benzoyl)sulfamoyl)-2-nitrophenylamino)methyl)azetidine-1-carboxylate), FC(C(=O)O)(F)F (trifluoroacetic acid), FC(C(=O)O)(F)F (trifluoroacetic acid). Run in ClCCl (dichloromethane). Run at time 3 hour. The product is N1C=CC=2C1=NC=C(C2)OC2=C(C(=O)NS(=O)(=O)C1=CC(=C(C=C1)NCC1CNC1)[N+](=O)[O-])C=CC(=C2)N2CCN(CC2)CC2=C(CC(CC2)(C)C)C2=CC=C(C=C2)Cl (2-(1H-pyrrolo[2,3-b]pyridin-5-yloxy)-N-(4-(azetidin-3-ylmethylamino)-3-nitrophenylsulfonyl)-4-(4-((2-(4-chlorophenyl)-4,4-dimethylcyclohex-1-enyl)methyl)piperazin-1-yl)benzamide). Reaction SMILES: [NH:1]1[C:5]2=[N:6][CH:7]=[C:8]([O:10][C:11]3[CH:44]=[C:43]([N:45]4[CH2:50][CH2:49][N:48]([CH2:51][C:52]5[CH2:57][CH2:56][C:55]([CH3:59])([CH3:58])[CH2:54][C:53]=5[C:60]5[CH:65]=[CH:64][C:63]([Cl:66])=[CH:62][CH:61]=5)[CH2:47][CH2:46]4)[CH:42]=[CH:41][C:12]=3[C:13]([NH:15][S:16]([C:19]3[CH:24]=[CH:23][C:22]([NH:25][CH2:26][CH:27]4[CH2:30][N:29](C(OC(C)(C)C)=O)[CH2:28]4)=[C:21]([N+:38]([O-:40])=[O:39])[CH:20]=3)(=[O:18])=[O:17])=[O:14])[CH:9]=[C:4]2[CH:3]=[CH:2]1.FC(F)(F)C(O)=O>ClCCl>[NH:1]1[C:5]2=[N:6][CH:7]=[C:8]([O:10][C:11]3[CH:44]=[C:43]([N:45]4[CH2:50][CH2:49][N:48]([CH2:51][C:52]5[CH2:57][CH2:56][C:55]([CH3:59])([CH3:58])[CH2:54][C:53]=5[C:60]5[CH:61]=[CH:62][C:63]([Cl:66])=[CH:64][CH:65]=5)[CH2:47][CH2:46]4)[CH:42]=[CH:41][C:12]=3[C:13]([NH:15][S:16]([C:19]3[CH:24]=[CH:23][C:22]([NH:25][CH2:26][CH:27]4[CH2:30][NH:29][CH2:28]4)=[C:21]([N+:38]([O-:40])=[O:39])[CH:20]=3)(=[O:18])=[O:17])=[O:14])[CH:9]=[C:4]2[CH:3]=[CH:2]1. Reported procedure: To a solution of EXAMPLE 161A (0.257 g) in dichloromethane (5 mL) was added trifluoroacetic acid (0.211 mL), After 30 minutes an additional 0.2 ml of trifluoroacetic acid was added. After 3 hours, the reaction was concentrated to give the title compound. Reactants: N (ammonia), [OH-].[Na+] (sodium hydroxide), N (Ammonia), [OH-].[Na+] (sodium hydroxide), [OH-].[Na+] (NaOH), N (ammonia), [OH-].[Na+] (NaOH), C(\C=C/C(=O)O)(=O)O (maleic acid), N (ammonia). Run in O (water), O (water), O (water), O (H2O). Product: N(C(C(=O)O)CC(=O)O)C(C(=O)O)CC(=O)O (iminodisuccinic acid), C(\C=C/C(=O)O)(=O)O (maleic acid), C(\C=C\C(=O)O)(=O)O (fumaric acid), C(C(O)CC(=O)O)(=O)O (malic acid). Yield: 5.0%. RXN SMILES: [OH-:1].[Na+].[C:3]([OH:10])(=[O:9])/[CH:4]=[CH:5]\[C:6]([OH:8])=[O:7].[NH3:11]>O>[NH:11]([CH:4]([CH2:5][C:6]([OH:8])=[O:7])[C:3]([OH:9])=[O:1])[CH:5]([CH2:4][C:3]([OH:10])=[O:9])[C:6]([OH:8])=[O:7].[C:3]([OH:10])(=[O:9])/[CH:4]=[CH:5]\[C:6]([OH:8])=[O:7].[C:3]([OH:10])(=[O:9])/[CH:4]=[CH:5]/[C:6]([OH:8])=[O:7].[C:3]([OH:10])(=[O:9])[CH:4]([CH2:5][C:6]([OH:8])=[O:7])[OH:1] |f:0.1|. Procedure details: In another particular embodiment, an Ma melt and aqueous sodium hydroxide solution are metered simultaneously and continuously in a molar ratio of MA:NaOH:H2O=2:1.5-3.5:6-20 into a maleic acid salt solution or pumpable suspension, which has been initially introduced and is of like composition, at temperatures of 75-125° C. This solution or suspension is pumped, with residence times of 0.1-5 h, into a second mixer, into which liquid ammonia or a concentrated aqueous ammonia solution is added cont... The reactants are CCOC(=O)c1ccc(CCl)o1, Cc1ccc(-c2ccc(O)cc2)cc1, CN(C)C=O, [H-], [Na+]. The product is CCOC(=O)c1ccc(COc2ccc(-c3ccc(C)cc3)cc2)o1. As a reaction SMILES: [CH2:17]([CH3:18])[O:19][C:20](=[O:21])[c:22]1[o:23][c:24]([CH2:27][Cl:28])[cH:25][cH:26]1.[CH3:1][c:2]1[cH:3][cH:4][c:5](-[c:8]2[cH:9][cH:10][c:11]([OH:14])[cH:12][cH:13]2)[cH:6][cH:7]1.[CH3:29][N:30]([CH3:31])[CH:32]=[O:33].[H-:15].[Na+:16]>>[CH3:1][c:2]1[cH:3][cH:4][c:5](-[c:8]2[cH:9][cH:10][c:11]([O:14][CH2:27][c:24]3[o:23][c:22]([C:20]([O:19][CH2:17][CH3:18])=[O:21])[cH:26][cH:25]3)[cH:12][cH:13]2)[cH:6][cH:7]1.